From a dataset of the Open Reaction Database (ORD), a public repository of structured organic reaction records. describe an organic reaction: reactants, conditions, products, and yield Starting materials: CC(CCCCCCCCCCCC)=O (2-tetradecanone), C(C)(C)C1=C(C(=CC=C1)C(C)C)N=C=O (2,6-diisopropylphenylisocyanate), C(C)(C)[N-]C(C)C.[Li+] (lithium diisopropylamide). The product is CC(C)C1=C(C(=CC=C1)C(C)C)NC(CC(CCCCCCCCCCCC)=O)=O (N-[2,6-bis(1-methylethyl)phenyl]-3-oxo-pentadecanamide). Yield: 43.5%. Reaction SMILES: [CH3:1][C:2](=[O:15])[CH2:3][CH2:4][CH2:5][CH2:6][CH2:7][CH2:8][CH2:9][CH2:10][CH2:11][CH2:12][CH2:13][CH3:14].[CH:16]([C:19]1[CH:24]=[CH:23][CH:22]=[C:21]([CH:25]([CH3:27])[CH3:26])[C:20]=1[N:28]=[C:29]=[O:30])([CH3:18])[CH3:17].C([N-]C(C)C)(C)C.[Li+]>>[CH3:18][CH:16]([C:19]1[CH:24]=[CH:23][CH:22]=[C:21]([CH:25]([CH3:26])[CH3:27])[C:20]=1[NH:28][C:29](=[O:30])[CH2:1][C:2](=[O:15])[CH2:3][CH2:4][CH2:5][CH2:6][CH2:7][CH2:8][CH2:9][CH2:10][CH2:11][CH2:12][CH2:13][CH3:14])[CH3:17] |f:2.3|. Procedure: The title compound was prepared from 2-tetradecanone (5.0 g, 0.023 mol), 2,6-diisopropylphenylisocyanate (4.78 g, 0.023 mol), and lithium diisopropylamide (0.023 mol) using the procedure described in Example 1. Purification by flash chromatography (silica gel, 15% EtOAc/hexane) yielded 4.25 g (0.010 mol, 44%) of the desired product. Reactants: FC(C=1C=C(C=CC1)[C@H](CCCC=C)NC(=O)C=1C=NN(C1C)C1=CC=C(C=C1)Cl)(F)F (1-(4-chloro-phenyl)-5-methyl-1H-pyrazole-4-carboxylic acid [(S)-1-(3-trifluoromethyl-phenyl)-hex-5-enyl]-amide), O=[O+][O-] (ozone). Solvent: C(Cl)Cl (CH2Cl2). Reaction conditions: temperature -78 celsius. Yields the product O=CCCC[C@@H](C1=CC(=CC=C1)C(F)(F)F)NC(=O)C=1C=NN(C1C)C1=CC=C(C=C1)Cl (1-(4-chloro-phenyl)-5-methyl-1H-pyrazole-4-carboxylic acid [(S)-5-oxo-1-(3-trifluoromethyl-phenyl)-pentyl]-amide). As a reaction SMILES: [F:1][C:2]([F:32])([F:31])[C:3]1[CH:4]=[C:5]([C@@H:9]([NH:15][C:16]([C:18]2[CH:19]=[N:20][N:21]([C:24]3[CH:29]=[CH:28][C:27]([Cl:30])=[CH:26][CH:25]=3)[C:22]=2[CH3:23])=[O:17])[CH2:10][CH2:11][CH2:12][CH:13]=C)[CH:6]=[CH:7][CH:8]=1.[O:33]=[O+][O-]>C(Cl)Cl>[O:33]=[CH:13][CH2:12][CH2:11][CH2:10][C@H:9]([NH:15][C:16]([C:18]1[CH:19]=[N:20][N:21]([C:24]2[CH:29]=[CH:28][C:27]([Cl:30])=[CH:26][CH:25]=2)[C:22]=1[CH3:23])=[O:17])[C:5]1[CH:6]=[CH:7][CH:8]=[C:3]([C:2]([F:32])([F:31])[F:1])[CH:4]=1. Reported procedure: A solution of 1-(4-chloro-phenyl)-5-methyl-1H-pyrazole-4-carboxylic acid [(S)-1-(3-trifluoromethyl-phenyl)-hex-5-enyl]-amide (800 mg, 1.7 mmol) in CH2Cl2 (25 mL) at −78° C. is treated with ozone gas by bubbling for 30 min until a blue color is sustained. After stirring for an additional hour at −78° C., dimethylsulfide (10 mL) is added. The reaction mixture is warmed to room temperature and concentrated in vacuo to afford 1-(4-chloro-phenyl)-5-methyl-1H-pyrazole-4-carboxylic acid [(S)-5-oxo-1-(3... The reactants are [BH4-], CO, Cl, [Na+], O=C(CCC1CCNCC1)c1cccc2ccccc12. The product is OC(CCC1CCNCC1)c1cccc2ccccc12. RXN SMILES: [BH4-:21].[CH3:24][OH:25].[ClH:23].[Na+:22].[c:1]1([C:11]([CH2:12][CH2:13][CH:14]2[CH2:15][CH2:16][NH:17][CH2:18][CH2:19]2)=[O:20])[cH:2][cH:3][cH:4][c:5]2[cH:6][cH:7][cH:8][cH:9][c:10]12>>[c:1]1([CH:11]([CH2:12][CH2:13][CH:14]2[CH2:15][CH2:16][NH:17][CH2:18][CH2:19]2)[OH:20])[cH:2][cH:3][cH:4][c:5]2[cH:6][cH:7][cH:8][cH:9][c:10]12. Reactants: C(CC1=CC=CC=C1)N (phenethylamine), COC(C1=CC=C(C=C1)C=1N=C(C2=C(N1)SC=C2C)Cl)=O (4-(4-chloro-5-methyl-thieno-[2,3-d]-pyrimidin-2-yl)-benzoic acid methylester). The product is COC(C1=CC=C(C=C1)C=1N=C(C2=C(N1)SC=C2C)NCCC2=CC=CC=C2)=O (4-(4-phenethylamino-5-methyl-thieno-[2,3-d]-pyrimidin-2-yl)-benzoic acid methylester). Reaction SMILES: [CH2:1]([NH2:9])[CH2:2][C:3]1[CH:8]=[CH:7][CH:6]=[CH:5][CH:4]=1.[CH3:10][O:11][C:12](=[O:30])[C:13]1[CH:18]=[CH:17][C:16]([C:19]2[N:20]=[C:21](Cl)[C:22]3[C:27]([CH3:28])=[CH:26][S:25][C:23]=3[N:24]=2)=[CH:15][CH:14]=1>>[CH3:10][O:11][C:12](=[O:30])[C:13]1[CH:14]=[CH:15][C:16]([C:19]2[N:20]=[C:21]([NH:9][CH2:1][CH2:2][C:3]3[CH:8]=[CH:7][CH:6]=[CH:5][CH:4]=3)[C:22]3[C:27]([CH3:28])=[CH:26][S:25][C:23]=3[N:24]=2)=[CH:17][CH:18]=1. Procedure: The reaction procedure as above wherein phenethylamine is reacted with 4-(4-chloro-5-methyl-thieno-[2,3-d]-pyrimidin-2-yl)-benzoic acid methylester yields 4-(4-phenethylamino-5-methyl-thieno-[2,3-d]-pyrimidin-2-yl)-benzoic acid methylester.